Dataset: the Open Reaction Database (ORD), a public repository of structured organic reaction records. Task: describe an organic reaction: reactants, conditions, products, and yield The reactants are [Si](C)(C)(C(C)(C)C)OCCCOC(=O)NC(CC1=CC=CC=C1)C(CC(CC1=CC=CC=C1)NC(=O)OCCCO[Si](C)(C)C(C)(C)C)O (2,5-Bis-(N-(3-(t-butyldimethylsilyloxy)-1-propoxycarbonyl)amino)-1,6-diphenyl-3-hydroxyhexane). Run in CO (methanol), C[Si](C)(C)Cl (trimethylsilyl chloride). Run at time 2.25 hour. Product: OCCCOC(=O)N[C@@H](CC1=CC=CC=C1)[C@H](C[C@H](CC1=CC=CC=C1)NC(=O)OCCCO)O ((2S,3S,5S)-2.5-Bis-(N-(3-hydroxyl-propoxycarbonyl)amino)-1,6-diphenyl-3-hydroxyhexane). Yield: 19.6%. RXN SMILES: [Si]([O:8][CH2:9][CH2:10][CH2:11][O:12][C:13]([NH:15][CH:16]([CH:24]([OH:49])[CH2:25][CH:26]([NH:34][C:35]([O:37][CH2:38][CH2:39][CH2:40][O:41][Si](C(C)(C)C)(C)C)=[O:36])[CH2:27][C:28]1[CH:33]=[CH:32][CH:31]=[CH:30][CH:29]=1)[CH2:17][C:18]1[CH:23]=[CH:22][CH:21]=[CH:20][CH:19]=1)=[O:14])(C(C)(C)C)(C)C>CO.C[Si](Cl)(C)C>[OH:8][CH2:9][CH2:10][CH2:11][O:12][C:13]([NH:15][C@H:16]([C@@H:24]([OH:49])[CH2:25][C@@H:26]([NH:34][C:35]([O:37][CH2:38][CH2:39][CH2:40][OH:41])=[O:36])[CH2:27][C:28]1[CH:29]=[CH:30][CH:31]=[CH:32][CH:33]=1)[CH2:17][C:18]1[CH:23]=[CH:22][CH:21]=[CH:20][CH:19]=1)=[O:14]. Reported procedure: A 0.170 g (0.237 mmol) of the compound from Example 337B above was dissolved in 2 mL of methanol to which 30 μL of trimethylsilyl chloride was added and stirred for 2.25 hours. The solvent was removed and the crude product chromatographed on silica gel, eluting with 2% and 5% methanol in methylene chloride. The solvent was removed and the product dried to afford 22.7 mg of the title compound. MS M/Z (DCI/NH3): 489 (M+H), 506 (M+NH4). Proton NMR (DMSO): δ 1.45 (t, 2H), 1.60 (m, 4H), 2.55-2.75 (4H... Reactants: [Cl-].[Ca+2].[Cl-] (calcium chloride), ClC=1C(=CC2=C(C(CC3=C(S2)C=C(C=C3)F)O)C1)F (8-chloro-3,7-difluoro-10-hydroxy-10,11-dihydrodibenzo(b,f)thiepine), Cl (hydrogen chloride). Run in C(Cl)Cl (methylene chloride). Run at time 8 hour. The product is ClC=1C(=CC2=C(C(CC3=C(S2)C=C(C=C3)F)Cl)C1)F (8,10-dichloro-3,7-difluoro-10,11-dihydrodibenzo(b,f)thiepine). As a reaction SMILES: [Cl-:1].[Ca+2].[Cl-].[Cl:4][C:5]1[C:6]([F:22])=[CH:7][C:8]2[S:14][C:13]3[CH:15]=[C:16]([F:19])[CH:17]=[CH:18][C:12]=3[CH2:11][CH:10](O)[C:9]=2[CH:21]=1.Cl>C(Cl)Cl>[Cl:4][C:5]1[C:6]([F:22])=[CH:7][C:8]2[S:14][C:13]3[CH:15]=[C:16]([F:19])[CH:17]=[CH:18][C:12]=3[CH2:11][CH:10]([Cl:1])[C:9]=2[CH:21]=1 |f:0.1.2|. Procedure: Powdered anhydrous calcium chloride (5 g) was added to a solution of the alcohol from the preceding preparation (7.6 g) in methylene chloride (100 ml) and anhydrous hydrogen chloride introduced into the suspension for 2 hours. The mixture was then allowed to stand overnight and filtered. The filtrate was evaporated, yielding 7.5 g of the desired 8,10-dichloro-3,7-difluoro-10,11-dihydrodibenzo(b,f)thiepine which is crystallized from cyclohexane. The pure compound melts at 118.5°-119.5° C. The reactants are BrC1=CC(=C(C(=O)O)C=C1F)NC(C)C(=O)O (4-bromo-2-((1-carboxyethyl)amino)-5-fluorobenzoic acid), C(C)(=O)[O-].[Na+] (sodium acetate), C(C)(=O)OC(C)=O (acetic anhydride). Reaction conditions: temperature 150 celsius. The product is C(C)(=O)OC1=C(N(C2=CC(=C(C=C12)F)Br)C(C)=O)C (1-acetyl-6-bromo-5-fluoro-2-methyl-1H-indol-3-yl acetate). The yield is 72.0%. RXN SMILES: [Br:1][C:2]1[C:10]([F:11])=[CH:9][C:5](C(O)=O)=[C:4]([NH:12][CH:13]([C:15]([OH:17])=O)[CH3:14])[CH:3]=1.[C:18]([O-:21])(=O)[CH3:19].[Na+].[C:23](OC(=O)C)(=[O:25])[CH3:24]>>[C:23]([O:17][C:15]1[C:5]2[C:4](=[CH:3][C:2]([Br:1])=[C:10]([F:11])[CH:9]=2)[N:12]([C:18](=[O:21])[CH3:19])[C:13]=1[CH3:14])(=[O:25])[CH3:24] |f:1.2|. Reported procedure: A mixture of 4-bromo-2-((1-carboxyethyl)amino)-5-fluorobenzoic acid (D86) (1.599 g, 5.22 mmol), sodium acetate (1.714 g, 20.90 mmol) and acetic anhydride (19.72 mL, 209 mmol) was heated at 150° C. for 30 min in a microwave. The mixture was evaporated in vacuo. The residue was diluted with DCM and poured into saturated NaHCO3 aq. (200 mL). The mixture extracted with DCM (30 mL×3). The organic layers were combined, washed with brine (100 mL), filtered through phase separator and evaporated in vacu... Reactants: Cl.CC(CCC1CCNCC1)NC(C)=O (N-[1-methyl-3-(piperidin-4-yl)propyl]acetamide hydrochloride), ClC=1OC2=C(N1)C=CC(=C2)O (2-chloro-1,3-benzoxazol-6-ol), C(C)(C)N(C(C)C)CC (N,N-diisopropylethylamine). The solvent is CN(C)C=O (DMF). The product is OC1=CC2=C(N=C(O2)N2CCC(CC2)CCC(C)NC(C)=O)C=C1 (N-{3-[1-(6-hydroxy-1,3-benzoxazol-2-yl)piperidin-4-yl]-1-methylpropyl}acetamide). The yield is 77.0%. Reaction SMILES: Cl.[CH3:2][CH:3]([NH:12][C:13](=[O:15])[CH3:14])[CH2:4][CH2:5][CH:6]1[CH2:11][CH2:10][NH:9][CH2:8][CH2:7]1.Cl[C:17]1[O:18][C:19]2[CH:25]=[C:24]([OH:26])[CH:23]=[CH:22][C:20]=2[N:21]=1.C(N(CC)C(C)C)(C)C>CN(C=O)C>[OH:26][C:24]1[CH:23]=[CH:22][C:20]2[N:21]=[C:17]([N:9]3[CH2:8][CH2:7][CH:6]([CH2:5][CH2:4][CH:3]([NH:12][C:13](=[O:15])[CH3:14])[CH3:2])[CH2:11][CH2:10]3)[O:18][C:19]=2[CH:25]=1 |f:0.1|. Procedure: A solution of N-[1-methyl-3-(piperidin-4-yl)propyl]acetamide hydrochloride (500 mg), 2-chloro-1,3-benzoxazol-6-ol (361 mg) and N,N-diisopropylethylamine (826 mg) in DMF (15 mL) was stirred at 100° C. for 10 hr. The reaction mixture was allowed to cool, and the solvent was evaporated under reduced pressure. The residue was diluted with ethyl acetate/THF mixed solvent (10/1), and the solution was washed with saturated brine, and dried over anhydrous magnesium sulfate. The solvent was evaporated un... The reactants are ClC(c1ccccc1)(c1ccccc1)c1ccccc1, ClCCl, CN(C)C, OCCN1CCNCC1. Product: OCCN1CCN(C(c2ccccc2)(c2ccccc2)c2ccccc2)CC1. RXN SMILES: [C:10]([c:11]1[cH:12][cH:13][cH:14][cH:15][cH:16]1)([c:17]1[cH:18][cH:19][cH:20][cH:21][cH:22]1)([c:23]1[cH:24][cH:25][cH:26][cH:27][cH:28]1)[Cl:29].[CH2:30]([Cl:31])[Cl:32].[CH3:33][N:34]([CH3:35])[CH3:36].[OH:1][CH2:2][CH2:3][N:4]1[CH2:5][CH2:6][NH:7][CH2:8][CH2:9]1>>[OH:1][CH2:2][CH2:3][N:4]1[CH2:5][CH2:6][N:7]([C:10]([c:11]2[cH:12][cH:13][cH:14][cH:15][cH:16]2)([c:17]2[cH:18][cH:19][cH:20][cH:21][cH:22]2)[c:23]2[cH:24][cH:25][cH:26][cH:27][cH:28]2)[CH2:8][CH2:9]1.